From a dataset of the Open Reaction Database (ORD), a public repository of structured organic reaction records. describe an organic reaction: reactants, conditions, products, and yield The reactants are CC1=CC=C(C=C1)C(C)N (4-methyl-1-phenylethylamine), C(C1=CC=CC=C1)=O (benzaldehyde), crude mixture, [H][H] (hydrogen). Reagents/catalysts: [Pd] (Pd/C). Run in CO (methanol). Reaction conditions: time 6 hour. Yields the product C(C1=CC=CC=C1)NC(C)C1=CC=C(C=C1)C (N-benzyl-1-(4-methylphenyl)ethylamine). As a reaction SMILES: [CH3:1][C:2]1[CH:7]=[CH:6][C:5]([CH:8]([NH2:10])[CH3:9])=[CH:4][CH:3]=1.[CH:11](=O)[C:12]1[CH:17]=[CH:16][CH:15]=[CH:14][CH:13]=1.[H][H]>[Pd].CO>[CH2:11]([NH:10][CH:8]([C:5]1[CH:6]=[CH:7][C:2]([CH3:1])=[CH:3][CH:4]=1)[CH3:9])[C:12]1[CH:17]=[CH:16][CH:15]=[CH:14][CH:13]=1. Reported procedure: 100 ml of methanol and 100 mmol of 4-methyl-1-phenylethylamine are initially taken, and 100 mmol of benzaldehyde are added dropwise at 24° C. in the course of 15 minutes. Stirring is effected for 6 hours at 24° C., the completeness of the iminization is checked by GC, 0.5 g of Pd/C (10% by weight) is added and the crude mixture is hydrogenated with hydrogen for 5 hours at atmospheric pressure. A sample is taken and the composition is investigated by GC analysis. Product: C(=O)[C@H]1CN(C[C@@H]1C1=CC=CC=C1)[C@@H](C(=O)OCC1=CC=C(C=C1)OC)CC1CCC1 (2-(R)-(3-(R)-Formyl-4-(S)-phenylpyrrolidin-1-yl)-3-(cyclobutyl)propanoic acid, 4-(methoxy)benzyl ester). Starting materials: [Si](C)(C)(C(C)(C)C)OC[C@H]1CNC[C@@H]1C1=CC=CC=C1 (3-(R)-(t-Butyldimethylsilyloxymethyl)-4-(S)-phenyl pyrrolidine), O[C@H](C(=O)OCC1=CC=C(C=C1)OC)CC1CCC1 (4-(methoxy)benzyl 2-(S)-hydroxy-3-(cyclobutyl)propanoate). Reaction SMILES: [Si]([O:8][CH2:9][C@@H:10]1[C@@H:14]([C:15]2[CH:20]=[CH:19][CH:18]=[CH:17][CH:16]=2)[CH2:13][NH:12][CH2:11]1)(C(C)(C)C)(C)C.O[C@@H:22]([CH2:35][CH:36]1[CH2:39][CH2:38][CH2:37]1)[C:23]([O:25][CH2:26][C:27]1[CH:32]=[CH:31][C:30]([O:33][CH3:34])=[CH:29][CH:28]=1)=[O:24]>>[CH:9]([C@@H:10]1[C@@H:14]([C:15]2[CH:16]=[CH:17][CH:18]=[CH:19][CH:20]=2)[CH2:13][N:12]([C@H:22]([CH2:35][CH:36]2[CH2:39][CH2:38][CH2:37]2)[C:23]([O:25][CH2:26][C:27]2[CH:32]=[CH:31][C:30]([O:33][CH3:34])=[CH:29][CH:28]=2)=[O:24])[CH2:11]1)=[O:8]. Procedure details: The title compound was prepared from 3-(R)-(t-butyldimethylsilyloxymethyl)-4-(S)-phenylpyrrolidine (from EXAMPLE 1, Step E) and 4-(methoxy)benzyl 2-(S)-hydroxy-3-(cyclobutyl)propanoate (from EXAMPLE 19, Step E) using procedures analogous to those described in EXAMPLE 1, Steps G-I. Reaction SMILES: [OH-].[Na+].[C:3]([O:7][C:8]([NH:10][C@@H:11]([CH3:23])[CH2:12][O:13][C:14]1[CH:18]=[C:17]([C:19]([O:21]C)=[O:20])[O:16][N:15]=1)=[O:9])([CH3:6])([CH3:5])[CH3:4]>C1COCC1.CO>[C:3]([O:7][C:8]([NH:10][C@@H:11]([CH3:23])[CH2:12][O:13][C:14]1[CH:18]=[C:17]([C:19]([OH:21])=[O:20])[O:16][N:15]=1)=[O:9])([CH3:6])([CH3:4])[CH3:5] |f:0.1,3.4|. Starting materials: [OH-].[Na+] (sodium hydroxide), C(C)(C)(C)OC(=O)N[C@H](COC1=NOC(=C1)C(=O)OC)C (methyl 3-({(2S)-2-[(tert-butoxycarbonyl)amino]propyl}oxy)isoxazole-5-carboxylate). The yield is 91.8%. The solvent is C1CCOC1.CO (THF methanol). Yields the product C(C)(C)(C)OC(=O)N[C@H](COC1=NOC(=C1)C(=O)O)C (3-({(2S)-2-[(tert-butoxycarbonyl)amino]propyl}oxy)isoxazole-5-carboxylic acid). Reported procedure: 2M Aqueous sodium hydroxide solution (20 mL) was added to a solution of methyl 3-({(2S)-2-[(tert-butoxycarbonyl)amino]propyl}oxy)isoxazole-5-carboxylate (4.0 g) in THF/methanol (20 mL/20 mL), and the mixture was stirred at room temperature for 15 hr. The solvent was evaporated under reduced pressure, and the residue was neutralized with 6M hydrochloric acid and extracted with ethyl acetate. The combined organic layer was washed with saturated brine, and dried over anhydrous magnesium sulfate, an... Reaction conditions: time 15 hour. Starting materials: CCCCCCCC(=O)OC1C(CO[Si](C)(C)C(C)(C)C)OC(n2ccc3c(N(c4ccc(OC)cc4)C(c4ccccc4)c4ccccc4)ncnc32)C1(C)O, CO, CC(=O)O, O. Yields the product CCCCCCCC(=O)OC1C(CO[Si](C)(C)C(C)(C)C)OC(n2ccc3c(N)ncnc32)C1(C)O. Reaction SMILES: [CH3:1][O:2][c:3]1[cH:4][cH:5][c:6]([N:9]([CH:7]([c:8]2[cH:45][cH:46][cH:47][cH:48][cH:49]2)[c:50]2[cH:51][cH:52][cH:53][cH:54][cH:55]2)[c:10]2[c:11]3[c:12]([n:13][cH:14][n:15]2)[n:16]([CH:19]2[C:20]([OH:21])([CH3:44])[CH:22]([O:23][C:24]([CH2:25][CH2:26][CH2:27][CH2:28][CH2:29][CH2:30][CH3:31])=[O:32])[CH:33]([CH2:35][O:36][Si:37]([CH3:38])([CH3:39])[C:40]([CH3:41])([CH3:42])[CH3:43])[O:34]2)[cH:17][cH:18]3)[cH:56][cH:57]1.[CH3:58][OH:59].[CH3:60][C:61](=[O:62])[OH:63].[OH2:64]>>[NH2:9][c:10]1[c:11]2[c:12]([n:13][cH:14][n:15]1)[n:16]([CH:19]1[C:20]([OH:21])([CH3:44])[CH:22]([O:23][C:24]([CH2:25][CH2:26][CH2:27][CH2:28][CH2:29][CH2:30][CH3:31])=[O:32])[CH:33]([CH2:35][O:36][Si:37]([CH3:38])([CH3:39])[C:40]([CH3:41])([CH3:42])[CH3:43])[O:34]1)[cH:17][cH:18]2. Starting materials: CCOC(C)=O, CCCCO, COc1cc2c(cc1OC)-c1cc(Cl)nc(=O)n1CC2, Cc1cccc(C)c1N, CO, c1ccccc1. Product: COc1cc2c(cc1OC)-c1cc(Nc3c(C)cccc3C)nc(=O)n1CC2. RXN SMILES: [C:30]([O:31][CH2:32][CH3:33])(=[O:34])[CH3:35].[CH2:44]([OH:45])[CH2:46][CH2:47][CH3:48].[CH3:1][O:2][c:3]1[cH:4][c:5]2[c:10]([cH:11][c:12]1[O:13][CH3:14])-[c:9]1[n:8]([c:18](=[O:19])[n:17][c:16]([Cl:20])[cH:15]1)[CH2:7][CH2:6]2.[CH3:21][c:22]1[cH:23][cH:24][cH:25][c:26]([CH3:27])[c:28]1[NH2:29].[CH3:42][OH:43].[cH:36]1[cH:37][cH:38][cH:39][cH:40][cH:41]1>>[CH3:1][O:2][c:3]1[cH:4][c:5]2[c:10]([cH:11][c:12]1[O:13][CH3:14])-[c:9]1[n:8]([c:18](=[O:19])[n:17][c:16]([NH:29][c:28]3[c:22]([CH3:21])[cH:23][cH:24][cH:25][c:26]3[CH3:27])[cH:15]1)[CH2:7][CH2:6]2.